Dataset: the Open Reaction Database (ORD), a public repository of structured organic reaction records. Task: describe an organic reaction: reactants, conditions, products, and yield The reactants are Cl.ClCCOC=1C=CC2=CC3=CC=C(C=C3N=C2C1)OCCCl (3,6-bis(2-chloroethoxy)acridine hydrochloride), C(CCC)N (n-butylamine). Yields the product Cl.Cl.Cl.C(CCC)NCCOC=1C=CC2=CC3=CC=C(C=C3N=C2C1)OCCNCCCC (3,6-bis(2-n-butylaminoethoxy)acridine trihydrochloride). RXN SMILES: [ClH:1].[Cl:2][CH2:3][CH2:4][O:5][C:6]1[CH:7]=[CH:8][C:9]2[C:18]([CH:19]=1)=[N:17][C:16]1[C:11](=[CH:12][CH:13]=[C:14]([O:20][CH2:21][CH2:22]Cl)[CH:15]=1)[CH:10]=2.[CH2:24]([NH2:28])[CH2:25][CH2:26][CH3:27]>>[ClH:2].[ClH:1].[ClH:2].[CH2:24]([NH:28][CH2:3][CH2:4][O:5][C:6]1[CH:7]=[CH:8][C:9]2[C:18]([CH:19]=1)=[N:17][C:16]1[C:11](=[CH:12][CH:13]=[C:14]([O:20][CH2:21][CH2:22][NH:17][CH2:16][CH2:15][CH2:14][CH3:13])[CH:15]=1)[CH:10]=2)[CH2:25][CH2:26][CH3:27] |f:0.1,3.4.5.6|. Reported procedure: The compound is prepared from 3,6-bis(2-chloroethoxy)acridine hydrochloride and n-butylamine as described in Example 15, giving 1.45 g. of the desired product as yellow crystals, m.p. 254°-256° C. Reactants: COc1ccc(CN2CCN(c3cccc(Cl)c3)CC2CN(C(=O)c2ccc(NS(C)(=O)=O)cc2)C(C)C)cc1OC, O=C(O)C(F)(F)F, O=S(=O)(O)O. Yields the product CC(C)N(CC1CN(c2cccc(Cl)c2)CCN1)C(=O)c1ccc(NS(C)(=O)=O)cc1. As a reaction SMILES: [Cl:1][c:2]1[cH:3][c:4]([N:8]2[CH2:9][CH:10]([CH2:25][N:26]([C:27]([c:28]3[cH:29][cH:30][c:31]([NH:34][S:35](=[O:36])(=[O:37])[CH3:38])[cH:32][cH:33]3)=[O:39])[CH:40]([CH3:41])[CH3:42])[N:11]([CH2:14][c:15]3[cH:16][cH:17][c:18]([O:19][CH3:20])[c:21]([O:22][CH3:23])[cH:24]3)[CH2:12][CH2:13]2)[cH:5][cH:6][cH:7]1.[OH:48][C:49]([C:50]([F:51])([F:52])[F:53])=[O:54].[S:43](=[O:44])(=[O:45])([OH:46])[OH:47]>>[Cl:1][c:2]1[cH:3][c:4]([N:8]2[CH2:9][CH:10]([CH2:25][N:26]([C:27]([c:28]3[cH:29][cH:30][c:31]([NH:34][S:35](=[O:36])(=[O:37])[CH3:38])[cH:32][cH:33]3)=[O:39])[CH:40]([CH3:41])[CH3:42])[NH:11][CH2:12][CH2:13]2)[cH:5][cH:6][cH:7]1. Reactants: O=C1NC2=CC=CC=C2C=C1C(=O)O (2-oxo-1,2-dihydroquinoline-3-carboxylic acid), ice, Heterocyclic, C1(=C(C=CC=C1)N)N (1,2-phenylenediamine). Run in polyphosphoric acid. Run at time 8 hour. Product: N1=C(NC2=C1C=CC=C2)C=2C(NC1=CC=CC=C1C2)=O (3-(Benzoimidazol-2-yl)-quinolin-2-one). RXN SMILES: [O:1]=[C:2]1[C:11]([C:12](O)=O)=[CH:10][C:9]2[C:4](=[CH:5][CH:6]=[CH:7][CH:8]=2)[NH:3]1.[C:15]1([NH2:22])[CH:20]=[CH:19][CH:18]=[CH:17][C:16]=1[NH2:21]>>[N:21]1[C:16]2[CH:17]=[CH:18][CH:19]=[CH:20][C:15]=2[NH:22][C:12]=1[C:11]1[C:2](=[O:1])[NH:3][C:4]2[C:9]([CH:10]=1)=[CH:8][CH:7]=[CH:6][CH:5]=2. Reported procedure: A suspension of 2-oxo-1,2-dihydroquinoline-3-carboxylic acid 1-1 (500 mg, 2.64 mmol, 1 equiv, prepared by the method of Marsais, F; Godard, A.; Queguiner, G. J. Heterocyclic Chem. 1989, 26,1589) and 1,2-phenylenediamine (344 mg, 3.18 mmol, 1.20 equiv) in polyphosphoric acid (15 mL) was heated under argon at 200° C. for 4.5 h. The hot reaction mixture was poured over ice (200 g), and the resulting mixture was allowed to stand overnight (20 h). The precipitate was filtered, washed with water (200 ... The reactants are S1CCN(CC1)C(=O)COC1CCCN(C2=C1C=CC=C2)C(C2=CC=C(C=C2)NC(C2=C(C=CC=C2)C)=O)=O (5-(thiomorpholinocarbonylmethoxy)-1-[4-(2-methylbenzoylamino)benzoyl]-2,3,4,5-tetrahydro-1H-benzazepine), ClC1=CC(=CC=C1)C(=O)OO (m-chloroperbenzoic acid), S(=O)(O)[O-].[Na+] (sodium hydrogensulfite). Solvent: ClCCl (dichloromethane). Reaction conditions: temperature -8 celsius. The product is O=S1CCN(CC1)C(=O)COC1CCCN(C2=C1C=CC=C2)C(C2=CC=C(C=C2)NC(C2=C(C=CC=C2)C)=O)=O (5-[(1-oxothiomorpholino)carbonylmethoxy]-1-[4-(2-methylbenzoylamino)benzoyl]-2,3,4,5-tetrahydro-1H-benzazepine). Isolated yield 77.7%. RXN SMILES: [S:1]1[CH2:6][CH2:5][N:4]([C:7]([CH2:9][O:10][CH:11]2[C:17]3[CH:18]=[CH:19][CH:20]=[CH:21][C:16]=3[N:15]([C:22](=[O:39])[C:23]3[CH:28]=[CH:27][C:26]([NH:29][C:30](=[O:38])[C:31]4[CH:36]=[CH:35][CH:34]=[CH:33][C:32]=4[CH3:37])=[CH:25][CH:24]=3)[CH2:14][CH2:13][CH2:12]2)=[O:8])[CH2:3][CH2:2]1.ClC1C=CC=C(C(OO)=[O:48])C=1.S([O-])(O)=O.[Na+]>ClCCl>[O:48]=[S:1]1[CH2:6][CH2:5][N:4]([C:7]([CH2:9][O:10][CH:11]2[C:17]3[CH:18]=[CH:19][CH:20]=[CH:21][C:16]=3[N:15]([C:22](=[O:39])[C:23]3[CH:28]=[CH:27][C:26]([NH:29][C:30](=[O:38])[C:31]4[CH:36]=[CH:35][CH:34]=[CH:33][C:32]=4[CH3:37])=[CH:25][CH:24]=3)[CH2:14][CH2:13][CH2:12]2)=[O:8])[CH2:3][CH2:2]1 |f:2.3|. Reported procedure: To a solution of 5-(thiomorpholinocarbonylmethoxy)-1-[4-(2-methylbenzoylamino)benzoyl]-2,3,4,5-tetrahydro-1H-benzazepine (0.40 g) in dichloromethane (40 ml) is added 80% m-chloroperbenzoic acid (175 mg) with stirring at -8° C., and the mixture is stirred at -8° C. for 1 hour. To the reaction solution is added 20% aqueous sodium hydrogensulfite solution (40 ml) and the mixture is stirred at room temperature for 30 minutes. The dichloromethane layer is collected, washed with saturated saline solut... The reactants are BrC1=CC=C(C=C1)C(CNS(=O)(=O)C(C)C)C (N-2-(4-Bromophenyl)propyl 2-propylsulfonamide), O1C=CC=C1 (furan). Reagents/catalysts: C=1C=CC(=CC1)[P](C=2C=CC=CC2)(C=3C=CC=CC3)[Pd]([P](C=4C=CC=CC4)(C=5C=CC=CC5)C=6C=CC=CC6)([P](C=7C=CC=CC7)(C=8C=CC=CC8)C=9C=CC=CC9)[P](C=1C=CC=CC1)(C=1C=CC=CC1)C=1C=CC=CC1 (tetrakis(triphenylphosphine)palladium). Run in C(C)OCC (ethyl ether), O1CCOCC1 (dioxane). Yields the product O1C(=CC=C1)C1=CC=C(C=C1)C(CNS(=O)(=O)C(C)C)C (N-2-(4-(2-furyl)phenyl)propyl 2-propanesulfonamide). Yield: 51.0%. RXN SMILES: Br[C:2]1[CH:7]=[CH:6][C:5]([CH:8]([CH3:17])[CH2:9][NH:10][S:11]([CH:14]([CH3:16])[CH3:15])(=[O:13])=[O:12])=[CH:4][CH:3]=1.[O:18]1[CH:22]=[CH:21][CH:20]=[CH:19]1>O1CCOCC1.C(OCC)C.C1C=CC([P]([Pd]([P](C2C=CC=CC=2)(C2C=CC=CC=2)C2C=CC=CC=2)([P](C2C=CC=CC=2)(C2C=CC=CC=2)C2C=CC=CC=2)[P](C2C=CC=CC=2)(C2C=CC=CC=2)C2C=CC=CC=2)(C2C=CC=CC=2)C2C=CC=CC=2)=CC=1>[O:18]1[CH:22]=[CH:21][CH:20]=[C:19]1[C:2]1[CH:7]=[CH:6][C:5]([CH:8]([CH3:17])[CH2:9][NH:10][S:11]([CH:14]([CH3:16])[CH3:15])(=[O:13])=[O:12])=[CH:4][CH:3]=1 |^1:37,39,58,77|. Procedure: To a solution of 0.5 g (1.6 mmol) of material from Example 27 and 0.6 g (1.7 mmol) of 2-tributylstannyl)-furan in 5 mL of dioxane was added 0.1 g (0.1 mmol) of tetrakis(triphenylphosphine)palladium (0). The mixture was heated to reflux for 16 hours, cooled to ambient temperature and diluted with 5 mL of ethyl ether. The mixture was washed once with 5 mL of saturated aqueous potassium fluoride, the organic layer was separated and the aqueous portion was extracted three times with 5 mL each of eth...